Dataset: the Open Reaction Database (ORD), a public repository of structured organic reaction records. Task: describe an organic reaction: reactants, conditions, products, and yield Starting materials: C1=CC=CC=2C3=CC=CC=C3CC12 (fluorene), II (iodine), I(=O)(=O)(=O)O (periodic acid). The solvent is C(C)(=O)O (acetic acid). Conditions: temperature 80 celsius, time 4 hour. The product is IC1=CC=2CC3=CC=CC=C3C2C=C1 (2-Iodofluorene). Yield: 644.4%. As a reaction SMILES: [CH:1]1[C:13]2[CH2:12][C:11]3[C:6](=[CH:7][CH:8]=[CH:9][CH:10]=3)[C:5]=2[CH:4]=[CH:3][CH:2]=1.II.[I:16](O)(=O)(=O)=O>C(O)(=O)C>[I:16][C:9]1[CH:8]=[CH:7][C:6]2[C:5]3[C:13](=[CH:1][CH:2]=[CH:3][CH:4]=3)[CH2:12][C:11]=2[CH:10]=1. Procedure details: A 250 mL round-bottomed flask was charged with 20.0 g (120 mmol) fluorene, 16.0 g (60 mmol) iodine and 4.0 g (17 mmol) periodic acid. 150 mL (80%) acetic acid was added to the reaction mixture. The mixture was stirred under nitrogen at 80° C. for 4 hours. The mixture was then allowed to cool to ambient temperature. The solid residue was vacuum filtered, dissolved in toluene and then washed with 5% sodium hydrogen sulphite(to remove excess iodine). The toluene solution was concentrated under vacu...